Dataset: the Open Reaction Database (ORD), a public repository of structured organic reaction records. Task: describe an organic reaction: reactants, conditions, products, and yield Reactants: C(C)(=O)OO (Peracetic acid), C1(=CC=CC=C1)C=CC=1SC2=C(C=NC=3C=CC=CC23)N1 (2-(2-phenyl-1-ethenyl)thiazolo[4,5-c]quinoline), C(C)O (Ethanol). Solvent: C(C)(=O)OC (methyl acetate). The product is C1(=CC=CC=C1)C=CC=1SC2=C(C=[N+](C=3C=CC=CC23)[O-])N1 (2-(2-phenyl-1-ethenyl)thiazolo[4,5-c]quinoline-5-oxide). As a reaction SMILES: C(OO)(=[O:3])C.[C:6]1([CH:12]=[CH:13][C:14]2[S:15][C:16]3[C:25]4[CH:24]=[CH:23][CH:22]=[CH:21][C:20]=4[N:19]=[CH:18][C:17]=3[N:26]=2)[CH:11]=[CH:10][CH:9]=[CH:8][CH:7]=1.C(O)C>C(OC)(=O)C>[C:6]1([CH:12]=[CH:13][C:14]2[S:15][C:16]3[C:25]4[CH:24]=[CH:23][CH:22]=[CH:21][C:20]=4[N+:19]([O-:3])=[CH:18][C:17]=3[N:26]=2)[CH:11]=[CH:10][CH:9]=[CH:8][CH:7]=1. Reported procedure: Peracetic acid (1.32 mL of 32% in acetic acid) was added to a suspension of 2-(2-phenyl-1-ethenyl)thiazolo[4,5-c]quinoline (1.20 g) in methyl acetate (50 mL). A precipitate formed. Ethanol was added to the reaction mixture until all of the precipitate was dissolved. The reaction mixture was heated at reflux overnight and then cooled to ambient temperature. The resulting precipitate was isolated by filtration, dried and then recrystallized from methanol/dichloromethane to provide 2-(2-phenyl-1-et... Starting materials: C(C1=CC=CC=C1)(=O)OC(C)[C@H]1OC([C@@H](C1)N=[N+]=[N-])OC (1-[(2S,4R)-4-azido-5-methoxy-tetrahydrofuran-2-yl]ethyl benzoate), C(C1=CC=CC=C1)(=O)OC(C)[C@H]1OC([C@@H](C1)N=[N+]=[N-])OC (1-[(2S,4R)-4-azido-5-methoxy-tetrahydrofuran-2-yl]ethyl benzoate), [Si](C)(C)(C)OS(=O)(=O)C(F)(F)F (TMSOTf), NC=1NC(C2=C(N1)NC(S2)=O)=O (5-amino-3,6-dihydrothiazolo[4,5-d]pyrimidine-2,7-dione). Solvent: C(C)#N (ACN). Reaction conditions: temperature 70 celsius, time 0.5 hour. Product: C(C1=CC=CC=C1)(=O)OC(C)[C@H]1O[C@H]([C@@H](C1)N=[N+]=[N-])N1C(SC2=C1N=C(NC2=O)N)=O (1-[(2S,4R,5R)-5-(5-amino-2,7-dioxo-6H-thiazolo[4,5-d]pyrimidin-3-yl)-4-azido-tetrahydrofuran-2-yl]ethyl benzoate). The yield is 135.3%. RXN SMILES: [NH2:1][C:2]1[NH:3][C:4](=[O:12])[C:5]2[S:10][C:9](=[O:11])[NH:8][C:6]=2[N:7]=1.[C:13]([O:21][CH:22]([C@@H:24]1[CH2:28][C@@H:27]([N:29]=[N+:30]=[N-:31])[CH:26](OC)[O:25]1)[CH3:23])(=[O:20])[C:14]1[CH:19]=[CH:18][CH:17]=[CH:16][CH:15]=1.[Si](OS(C(F)(F)F)(=O)=O)(C)(C)C>C(#N)C>[C:13]([O:21][CH:22]([C@@H:24]1[CH2:28][C@@H:27]([N:29]=[N+:30]=[N-:31])[C@H:26]([N:8]2[C:6]3[N:7]=[C:2]([NH2:1])[NH:3][C:4](=[O:12])[C:5]=3[S:10][C:9]2=[O:11])[O:25]1)[CH3:23])(=[O:20])[C:14]1[CH:19]=[CH:18][CH:17]=[CH:16][CH:15]=1. Procedure details: To a suspension of 5-amino-3,6-dihydrothiazolo[4,5-d]pyrimidine-2,7-dione (186 mg, 1 mmol) in ACN (10 mL) was added BSA (630 mg, 3 mmol). The resulting reaction mixture was then stirred at 70° C. under argon for 0.5 hour to form a clear solution. After the solution was cooled to room temperature, 1-[(2S,4R)-4-azido-5-methoxy-tetrahydrofuran-2-yl]ethyl benzoate (compound 25k, 300 mg, 1.0 mmol) and TMSOTf (1.15 g, 5 mmol) were added in sequence. After being heated at 70° C. for 14 hours, the solve...